This data is from the Open Reaction Database (ORD), a public repository of structured organic reaction records. The task is: describe an organic reaction: reactants, conditions, products, and yield The reactants are CCOC(=O)c1cc2cc(Br)ccc2cc1O, CC(C)(C)OC(=O)NCCCCl, O=C([O-])[O-], [I-], [K+], [K+], [K+], CN(C)C=O, O. The product is CCOC(=O)c1cc2cc(Br)ccc2cc1OCCCNC(=O)OC(C)(C)C. Reaction SMILES: [Br:1][c:2]1[cH:3][cH:4][c:5]2[cH:6][c:7]([OH:17])[c:8]([C:12](=[O:13])[O:14][CH2:15][CH3:16])[cH:9][c:10]2[cH:11]1.[C:18]([CH3:19])([CH3:20])([CH3:21])[O:22][C:23](=[O:24])[NH:25][CH2:26][CH2:27][CH2:28][Cl:29].[C:30](=[O:31])([O-:32])[O-:33].[I-:37].[K+:34].[K+:35].[K+:36].[O:38]=[CH:39][N:40]([CH3:41])[CH3:42].[OH2:43]>>[Br:1][c:2]1[cH:3][cH:4][c:5]2[cH:6][c:7]([O:17][CH2:28][CH2:27][CH2:26][NH:25][C:23]([O:22][C:18]([CH3:19])([CH3:20])[CH3:21])=[O:24])[c:8]([C:12](=[O:13])[O:14][CH2:15][CH3:16])[cH:9][c:10]2[cH:11]1.